This data is from the Open Reaction Database (ORD), a public repository of structured organic reaction records. The task is: describe an organic reaction: reactants, conditions, products, and yield Reactants: P(=S)(Cl)(Cl)Cl (thiophosphoryl trichloride), C1=CC=CC=C1 (benzene). Conditions: temperature 200 celsius, time 4 hour. Yields the product C1(=CC=CC=C1)P(=S)(Cl)Cl (phenylphosphonothioic dichloride). As a reaction SMILES: [P:1]([Cl:5])(Cl)([Cl:3])=[S:2].[CH:6]1[CH:11]=[CH:10][CH:9]=[CH:8][CH:7]=1>>[C:6]1([P:1]([Cl:5])([Cl:3])=[S:2])[CH:11]=[CH:10][CH:9]=[CH:8][CH:7]=1. Procedure: In a 100 cc autoclave, 42.35 g (0.25 mole) of thiophosphoryl trichloride, 19.53 g (0.25 mole) of benzene were charged, and the mixture was heated with stirring at 200° C for 4 hours. The reaction mixture was treated in accordance with the process of Example 1. No phenylphosphonothioic dichloride was produced. Reactants: CCn1ncc2c(NC3CCOCC3)c(C(=O)O)cnc21, CCn1ncc2c(NC3CCOCC3)c(C(=O)NC(CO)c3ccccc3)cnc21, NC1(CO)CCOCC1. Yields the product CCn1ncc2c(NC3CCOCC3)c(C(=O)NC3(CO)CCOCC3)cnc21. As a reaction SMILES: [CH2:1]([CH3:2])[n:3]1[n:4][cH:5][c:6]2[c:7]1[n:8][cH:9][c:10]([C:19](=[O:20])[OH:21])[c:11]2[NH:12][CH:13]1[CH2:14][CH2:15][O:16][CH2:17][CH2:18]1.[CH2:31]([n:32]1[c:33]2[n:34][cH:35][c:36]([C:37]([NH:38][CH:39]([c:40]3[cH:41][cH:42][cH:43][cH:44][cH:45]3)[CH2:46][OH:47])=[O:48])[c:49]([NH:50][CH:51]3[CH2:52][CH2:53][O:54][CH2:55][CH2:56]3)[c:57]2[cH:58][n:59]1)[CH3:60].[NH2:22][C:23]1([CH2:29][OH:30])[CH2:24][CH2:25][O:26][CH2:27][CH2:28]1>>[CH2:1]([CH3:2])[n:3]1[n:4][cH:5][c:6]2[c:7]1[n:8][cH:9][c:10]([C:19](=[O:21])[NH:22][C:23]1([CH2:29][OH:30])[CH2:24][CH2:25][O:26][CH2:27][CH2:28]1)[c:11]2[NH:12][CH:13]1[CH2:14][CH2:15][O:16][CH2:17][CH2:18]1. The reactants are C1CCNC1, COC(OC)N(C)C, Cl, Cl, Cc1cccc([N+](=O)[O-])c1C, NNC(N)=O, O. Product: Cc1cccc([N+](=O)[O-])c1CC=NNC(N)=O. RXN SMILES: [CH2:20]1[CH2:21][NH:22][CH2:23][CH2:24]1.[CH3:12][O:13][CH:14]([O:15][CH3:16])[N:17]([CH3:18])[CH3:19].[ClH:25].[ClH:31].[N+:1](=[O:2])([O-:3])[c:4]1[c:5]([CH3:11])[c:6]([CH3:10])[cH:7][cH:8][cH:9]1.[NH2:26][NH:27][C:28](=[O:29])[NH2:30].[OH2:32]>>[N+:1](=[O:2])([O-:3])[c:4]1[c:5]([CH2:11][CH:12]=[N:26][NH:27][C:28](=[O:29])[NH2:30])[c:6]([CH3:10])[cH:7][cH:8][cH:9]1. Starting materials: C(C)(=O)NC1=C(C=CC(=C1)Cl)/C=C/C(=O)O ((E)-3-(2-Acetylamino-4-chloro-phenyl)-acrylic acid), CCN=C=NCCCN(C)C (EDCI), C=1C=CC2=C(C1)N=NN2O (HOBT), C(C1=CC=CC=C1)OC[C@H]1NC[C@@H](N(C1)CC1=CC=C(C=C1)F)C ((2S,5S)-5-Benzyloxymethyl-1-(4-fluorobenzyl)-2-methyl-piperazine). The solvent is C1CCOC1 (THF). Reaction conditions: time 28 hour. Yields the product C(C1=CC=CC=C1)OC[C@H]1N(C[C@@H](N(C1)CC1=CC=C(C=C1)F)C)C(/C=C/C1=C(C=C(C=C1)Cl)NC(C)=O)=O (N-(2-{(E)-3-[(2S,5S)-2-Benzyloxymethyl-4-(4-fluoro-benzyl)-5-methyl-piperazin-1-yl]-3-oxo-propenyl}-5-chloro-phenyl)-acetamide). Isolated yield 46.7%. As a reaction SMILES: [C:1]([NH:4][C:5]1[CH:10]=[C:9]([Cl:11])[CH:8]=[CH:7][C:6]=1/[CH:12]=[CH:13]/[C:14]([OH:16])=O)(=[O:3])[CH3:2].CCN=C=NCCCN(C)C.C1C=CC2N(O)N=NC=2C=1.[CH2:38]([O:45][CH2:46][C@@H:47]1[CH2:52][N:51]([CH2:53][C:54]2[CH:59]=[CH:58][C:57]([F:60])=[CH:56][CH:55]=2)[C@@H:50]([CH3:61])[CH2:49][NH:48]1)[C:39]1[CH:44]=[CH:43][CH:42]=[CH:41][CH:40]=1>C1COCC1>[CH2:38]([O:45][CH2:46][C@@H:47]1[CH2:52][N:51]([CH2:53][C:54]2[CH:55]=[CH:56][C:57]([F:60])=[CH:58][CH:59]=2)[C@@H:50]([CH3:61])[CH2:49][N:48]1[C:14](=[O:16])/[CH:13]=[CH:12]/[C:6]1[CH:7]=[CH:8][C:9]([Cl:11])=[CH:10][C:5]=1[NH:4][C:1](=[O:3])[CH3:2])[C:39]1[CH:40]=[CH:41][CH:42]=[CH:43][CH:44]=1. Reported procedure: (E)-3-(2-Acetylamino-4-chloro-phenyl)-acrylic acid (168 mg, 0.7 mmol), EDCI (269 mg, 1.4 mmol); HOBT (190 mg, 1.4 mmol) and 230 mg (0.7 mmol) (2S,5S)-5-Benzyloxymethyl-1-(4-fluorobenzyl)-2-methyl-piperazine (prepared as outlined in example 47) were dissolved in 10 ml THF and stirred for 28 hours at room temperature. This mixture was then extracted 3 times with water and once with saturated sodium chloride solution. The title compound was purified by chromatography (SiO2, ethyl acetate/MeOH/NH3co... The reactants are CC(=O)[O-], CC(=O)[O-], CCCC[Sn+2]CCCC, CCOCC, CN=C=O, CC1OCSC1=NO. The product is CNC(=O)ON=C1SCOC1C. Reaction SMILES: [C:13]([O-:14])(=[O:15])[CH3:16].[C:17]([O-:18])(=[O:19])[CH3:20].[CH2:21]([Sn+2:22][CH2:23][CH2:24][CH2:25][CH3:26])[CH2:27][CH2:28][CH3:29].[CH2:30]([O:31][CH2:32][CH3:33])[CH3:34].[CH3:9][N:10]=[C:11]=[O:12].[N:1]([OH:2])=[C:3]1[S:4][CH2:5][O:6][CH:7]1[CH3:8]>>[N:1]([O:2][C:11]([NH:10][CH3:9])=[O:12])=[C:3]1[S:4][CH2:5][O:6][CH:7]1[CH3:8]. Reactants: CC1=C(C(=O)N=C=O)C(=CC=C1)C (2,6-Dimethylbenzoyl isocyanate), ClC1=CC=C(C=C1)SC1=CC=C(C=N1)N (6-(4-chlorophenylthio)-3-aminopyridine). Solvent: C(C)(=O)OCC (ethyl acetate). The product is CC1=C(C(=O)NC(=O)NC=2C=NC(=CC2)SC2=CC=C(C=C2)Cl)C(=CC=C1)C (1-(2,6-DIMETHYLBENZOYL)-3-(6-(4-CHLOROPHENYLTHIO)-3-PYRIDINYL)UREA). Reaction SMILES: [CH3:1][C:2]1[CH:12]=[CH:11][CH:10]=[C:9]([CH3:13])[C:3]=1[C:4]([N:6]=[C:7]=[O:8])=[O:5].[Cl:14][C:15]1[CH:20]=[CH:19][C:18]([S:21][C:22]2[N:27]=[CH:26][C:25]([NH2:28])=[CH:24][CH:23]=2)=[CH:17][CH:16]=1>C(OCC)(=O)C>[CH3:1][C:2]1[CH:12]=[CH:11][CH:10]=[C:9]([CH3:13])[C:3]=1[C:4]([NH:6][C:7]([NH:28][C:25]1[CH:26]=[N:27][C:22]([S:21][C:18]2[CH:19]=[CH:20][C:15]([Cl:14])=[CH:16][CH:17]=2)=[CH:23][CH:24]=1)=[O:8])=[O:5]. Procedure: 2,6-Dimethylbenzoyl isocyanate (1.61 grams; 0.01 mole) and 6-(4-chlorophenylthio)-3-aminopyridine (2.36 grams; 0.01 mole) were mixed in 50 ml. of ethyl acetate and stirred at room temperature for 12 hours. Solvent was removed in vacuo. TLC showed four spots. The mixture was passed over a column of silica gel with a 1:1 mixture of toluene-ethyl acetate and the product (Rf ≅0.7) separated and crystallized from ethyl acetate-hexanes, yield 1.1 grams, m.p. 159°-160° C. Starting materials: COC(=O)C(CC(C)C)N1CC(Oc2cccc3c2CCCC3)=CC1=O, [Li+], C1CCOC1, [OH-], O, O. Product: CC(C)CC(C(=O)O)N1CC(Oc2cccc3c2CCCC3)=CC1=O. RXN SMILES: [CH3:1][O:2][C:3]([CH:4]([CH2:5][CH:6]([CH3:7])[CH3:8])[N:9]1[C:10](=[O:25])[CH:11]=[C:12]([O:14][c:15]2[cH:16][cH:17][cH:18][c:19]3[c:24]2[CH2:23][CH2:22][CH2:21][CH2:20]3)[CH2:13]1)=[O:26].[Li+:29].[O:30]1[CH2:31][CH2:32][CH2:33][CH2:34]1.[OH-:28].[OH2:27].[OH2:35]>>[O:2]=[C:3]([CH:4]([CH2:5][CH:6]([CH3:7])[CH3:8])[N:9]1[C:10](=[O:25])[CH:11]=[C:12]([O:14][c:15]2[cH:16][cH:17][cH:18][c:19]3[c:24]2[CH2:23][CH2:22][CH2:21][CH2:20]3)[CH2:13]1)[OH:26].